describe an organic reaction: reactants, conditions, products, and yield From a dataset of the Open Reaction Database (ORD), a public repository of structured organic reaction records. The reactants are [OH-].[Na+] (sodium hydroxide), C(C)(=O)SCC(C(=O)NC(C(=O)OC)CC=1N=CN(C1)C(C1=CC=CC=C1)(C1=CC=CC=C1)C1=CC=CC=C1)C1CCC2=CC(=CC=C12)Br (Methyl 2-{[3-(acetylthio)-2-(5-bromo-2,3-dihydro-1H-inden-1-yl)propanoyl]amino}-3-(1-trityl-1H-imidazol-4-yl)propanoate), Cl (hydrochloric acid). Run in CO (methanol). Reaction conditions: time 10 minute. Yields the product BrC=1C=C2CCC(C2=CC1)C(C(=O)N[C@@H](CC1=CN(C=N1)C(C1=CC=CC=C1)(C1=CC=CC=C1)C1=CC=CC=C1)C(=O)O)CS (N-[2-(5-Bromo-2,3-dihydro-1H-inden-1-yl)-3-mercaptopropanoyl]-1-tritylhistidine). Reaction SMILES: C([S:4][CH2:5][CH:6]([CH:40]1[C:48]2[C:43](=[CH:44][C:45]([Br:49])=[CH:46][CH:47]=2)[CH2:42][CH2:41]1)[C:7]([NH:9][CH:10]([CH2:15][C:16]1[N:17]=[CH:18][N:19]([C:21]([C:34]2[CH:39]=[CH:38][CH:37]=[CH:36][CH:35]=2)([C:28]2[CH:33]=[CH:32][CH:31]=[CH:30][CH:29]=2)[C:22]2[CH:27]=[CH:26][CH:25]=[CH:24][CH:23]=2)[CH:20]=1)[C:11]([O:13]C)=[O:12])=[O:8])(=O)C.[OH-].[Na+].Cl>CO>[Br:49][C:45]1[CH:44]=[C:43]2[C:48](=[CH:47][CH:46]=1)[CH:40]([CH:6]([CH2:5][SH:4])[C:7]([NH:9][C@H:10]([C:11]([OH:13])=[O:12])[CH2:15][C:16]1[N:17]=[CH:18][N:19]([C:21]([C:22]3[CH:23]=[CH:24][CH:25]=[CH:26][CH:27]=3)([C:28]3[CH:29]=[CH:30][CH:31]=[CH:32][CH:33]=3)[C:34]3[CH:39]=[CH:38][CH:37]=[CH:36][CH:35]=3)[CH:20]=1)=[O:8])[CH2:41][CH2:42]2 |f:1.2|. Reported procedure: The compound obtained in Example 37 is dissolved in 5 ml of degassed methanol. After 10 minutes' stirring at room temperature, 4 eq. of a degassed 1M sodium hydroxide solution are, added to that solution. The resulting solution is stirred at room temperature under argon for 5 hours. The progress of the reaction is monitored by HPLC. When the reaction is complete, the solution is rendered acidic to pH=1 with 1N hydrochloric acid. The methanol is removed in vacuo, 10 ml of water are added to the r... The reactants are CO, Cl, [Na+], CCOC(=O)C(=NOC)C1=CSCCO1, [OH-]. The product is CON=C(C(=O)O)C1=CSCCO1. As a reaction SMILES: [CH3:19][OH:20].[ClH:18].[Na+:17].[O:1]1[CH2:2][CH2:3][S:4][CH:5]=[C:6]1[C:7]([C:8](=[O:9])[O:10][CH2:11][CH3:12])=[N:13][O:14][CH3:15].[OH-:16]>>[O:1]1[CH2:2][CH2:3][S:4][CH:5]=[C:6]1[C:7]([C:8](=[O:9])[OH:10])=[N:13][O:14][CH3:15]. Starting materials: M-isobutene, C(C)(C)(C)OC(NC(C(N(C)OC)=O)C1=CC(=C(C=C1)Cl)Cl)=O (rac-[(3,4-dichloro-phenyl)-(methoxy-methyl-carbamoyl)-methyl]-carbamic acid tert-butyl ester), C(C)(C)(C)OC(NC(C(N(C)OC)=O)C1=CC(=C(C=C1)Cl)Cl)=O (rac-[(3,4-dichloro-phenyl)-(methoxy-methyl-carbamoyl)-methyl]-carbamic acid tert-butyl ester), BrC1=C(C=C(OC2CCOCC2)C=C1)F (4-(4-bromo-3-fluoro-phenoxy)-tetrahydro-pyran), BrC1=C(C=C(OC2CCOCC2)C=C1)F (4-(4-bromo-3-fluoro-phenoxy)-tetrahydro-pyran). Yields the product C(C)(C)(C)OC(NC(C(=O)C1=C(C=C(C=C1)OC1CCOCC1)F)C1=CC(=C(C=C1)Cl)Cl)=O (rac-[1-(3,4-Dichloro-phenyl)-2-[2-fluoro-4-(tetrahydro-pyran-4-yloxy)-phenyl]-2-oxo-ethyl]-carbamic acid tert-butyl ester). As a reaction SMILES: [C:1]([O:5][C:6](=[O:23])[NH:7][CH:8]([C:15]1[CH:20]=[CH:19][C:18]([Cl:21])=[C:17]([Cl:22])[CH:16]=1)[C:9](=[O:14])N(OC)C)([CH3:4])([CH3:3])[CH3:2].Br[C:25]1[CH:37]=[CH:36][C:28]([O:29][CH:30]2[CH2:35][CH2:34][O:33][CH2:32][CH2:31]2)=[CH:27][C:26]=1[F:38]>>[C:1]([O:5][C:6](=[O:23])[NH:7][CH:8]([C:15]1[CH:20]=[CH:19][C:18]([Cl:21])=[C:17]([Cl:22])[CH:16]=1)[C:9]([C:25]1[CH:37]=[CH:36][C:28]([O:29][CH:30]2[CH2:35][CH2:34][O:33][CH2:32][CH2:31]2)=[CH:27][C:26]=1[F:38])=[O:14])([CH3:2])([CH3:3])[CH3:4]. Procedure: The title compound was prepared from rac-[(3,4-dichloro-phenyl)-(methoxy-methyl-carbamoyl)-methyl]-carbamic acid tert-butyl ester (Intermediate 9) and 4-(4-bromo-3-fluoro-phenoxy)-tetrahydro-pyran (Intermediate 31) in analogy to Example 1a): MS (ISP): 498.1 and 500.2 (M+H)+, 442.2 and 444.0 ((M-isobutene)+H)+ (100%). Starting materials: C([O-])([O-])=O.[K+].[K+] (potassium carbonate), CCOCC (ether), CC1=C(C(O)=C(C=C1)C)O (3,6-dimethylcatechol), C([O-])([O-])=O.[K+].[K+] (potassium carbonate), BrC(C)Br (dibromoethane). Solvent: C(CO)O (ethylene glycol). Reaction conditions: temperature 120 celsius. Product: CC1=CC=C(C=2OCOCC21)C (5,8-dimethyl-1,3-benzodioxane). Reaction SMILES: [CH3:1][C:2]1[CH:8]=[CH:7][C:6]([CH3:9])=[C:4](O)[C:3]=1[OH:10].C(=O)([O-])[O-].[K+].[K+].BrC(Br)C.C[CH2:22][O:23][CH2:24]C>C(O)CO>[CH3:9][C:6]1[C:4]2[CH2:24][O:23][CH2:22][O:10][C:3]=2[C:2]([CH3:1])=[CH:8][CH:7]=1 |f:1.2.3|. Procedure: To a stirred solution of 3.00 g of 3,6-dimethylcatechol and 6.15 g of potassium carbonate in 35 mL of ethylene glycol is added 3.74 mL of dibromoethane. A reflux condenser is attached and the mixture heated in an oil bath to 120° C. for 4 hours. The mixture is allowed to cool to room temperature and then is distributed between 100 mL of saturated potassium carbonate solution and 200 mL of ether. The ether layer is dried over magnesium sulfate and concentrated under reduced pressure to yield a re... The reactants are CC(=O)OC(C)CCCCn1c(=O)c2[nH]nnc2n(C)c1=O, CI, CS(C)=O, [H-], [Na+]. The product is CC(=O)OC(C)CCCCn1c(=O)c2c(nnn2C)n(C)c1=O. RXN SMILES: [C:3]([CH3:4])(=[O:5])[O:6][CH:7]([CH2:8][CH2:9][CH2:10][CH2:11][n:12]1[c:13](=[O:14])[n:15]([CH3:23])[c:16]2[n:17][n:18][nH:19][c:20]2[c:21]1=[O:22])[CH3:24].[CH3:25][I:26].[CH3:27][S:28]([CH3:29])=[O:30].[H-:1].[Na+:2]>>[C:3]([CH3:4])(=[O:5])[O:6][CH:7]([CH2:8][CH2:9][CH2:10][CH2:11][n:12]1[c:13](=[O:14])[n:15]([CH3:23])[c:16]2[n:17][n:18][n:19]([CH3:25])[c:20]2[c:21]1=[O:22])[CH3:24]. The reactants are C1CCOC1, Cl, c1ncn(C2CCC3(CC2)OCCO3)n1. Yields the product O=C1CCC(n2cncn2)CC1. As a reaction SMILES: [CH2:16]1[O:17][CH2:18][CH2:19][CH2:20]1.[ClH:21].[O:1]1[CH2:3][CH2:2][O:4][C:5]12[CH2:6][CH2:7][CH:8]([n:11]1[n:12][cH:13][n:14][cH:15]1)[CH2:9][CH2:10]2>>[O:4]=[C:5]1[CH2:6][CH2:7][CH:8]([n:11]2[n:12][cH:13][n:14][cH:15]2)[CH2:9][CH2:10]1. The reactants are [Br-], CC[Mg+], C1CCOC1, COCNC(=O)COc1ncc(C(=O)Nc2ccc(F)cc2)cn1. Product: CCC(=O)COc1ncc(C(=O)Nc2ccc(F)cc2)cn1. RXN SMILES: [Br-:25].[CH2:26]([CH3:27])[Mg+:28].[CH2:29]1[O:30][CH2:31][CH2:32][CH2:33]1.[F:1][c:2]1[cH:3][cH:4][c:5]([NH:8][C:9](=[O:10])[c:11]2[cH:12][n:13][c:14]([O:17][CH2:18][C:19]([NH:20][CH2:21][O:22][CH3:23])=[O:24])[n:15][cH:16]2)[cH:6][cH:7]1>>[F:1][c:2]1[cH:3][cH:4][c:5]([NH:8][C:9](=[O:10])[c:11]2[cH:12][n:13][c:14]([O:17][CH2:18][C:19](=[O:24])[CH2:26][CH3:27])[n:15][cH:16]2)[cH:6][cH:7]1. The reactants are FC(C(=O)O)(F)F.N[C@@H](C)C(=O)O.N1=C(N=CC=C1)NCCOC1=CC=C(C(=O)NC[C@@H](C(=O)O)NS(=O)(=O)C2=CC=CC=C2)C=C1 (4-[2-(Pyrimidin-2-ylamino)ethyloxy]benzoyl-2(S)-phenylsulfonylamino-β-alanine alanine trifluoroacetate). Reagents/catalysts: [Pd] (Pd/C). Run in C(C)(=O)O (acetic acid), Cl (HCl). Conditions: time 2 hour. Yields the product CCO.[NH4+].[OH-].O (EtOH NH4OH H2O), N1=C(NCCC1)NCCOC1=CC=C(C(=O)NC[C@@H](C(=O)O)NS(=O)(=O)C2=CC=CC=C2)C=C1 (4 -[2-(3,4,5,6-Tetrahydropyrimidin-2-ylamino)ethyloxy]benzoyl-2(S)-Phenylsulfonylamino-β-alanine). RXN SMILES: F[C:2](F)(F)[C:3](O)=[O:4].[NH2:8][C@H](C(O)=[O:12])C.[N:14]1[CH:19]=[CH:18][CH:17]=[N:16][C:15]=1[NH:20][CH2:21][CH2:22][O:23][C:24]1[CH:47]=[CH:46][C:27]([C:28]([NH:30][CH2:31][C@H:32]([NH:36][S:37]([C:40]2[CH:45]=[CH:44][CH:43]=[CH:42][CH:41]=2)(=[O:39])=[O:38])[C:33]([OH:35])=[O:34])=[O:29])=[CH:26][CH:25]=1>C(O)(=O)C.Cl.[Pd]>[CH3:2][CH2:3][OH:4].[NH4+:8].[OH-:12].[OH2:23].[N:14]1[CH2:19][CH2:18][CH2:17][NH:16][C:15]=1[NH:20][CH2:21][CH2:22][O:23][C:24]1[CH:25]=[CH:26][C:27]([C:28]([NH:30][CH2:31][C@H:32]([NH:36][S:37]([C:40]2[CH:45]=[CH:44][CH:43]=[CH:42][CH:41]=2)(=[O:39])=[O:38])[C:33]([OH:35])=[O:34])=[O:29])=[CH:46][CH:47]=1 |f:0.1.2,6.7.8.9|. Procedure details: Pyrimidine 19-8 (1.05 g, 1.75 mmol) was dissolved in a mixture of acetic acid (50 mL) and conc HCl (4.5 mL). After addition of 10% Pd/C (450 mg) the mixture was shaken on a Parr hydrogenator under 45 psi H2 pressure for 2 h. The reaction mixture was filtered, concentrated, azeotroped with toluene, and purified by flash chromatography (silica 20:1:1 then 8:1:1 EtOH/NH4OH/H2O) providing 19-9 as a white solid. Reactants: ClC1=CC=C(C=C1)C=1N=C(OC1CCC(=O)O)CCC (3-[4-(4-chlorophenyl)-2-propyl-5-oxazolyl]propionic acid), ON1N=NC2=C1N=CC=C2 (1-hydroxy-7-aza-1H-1,2,3-benzotriazole), C(C)N=C=NCCCN(C)C (1-ethyl-3-(3-dimethylaminopropyl)carbodiimide), CN1CCC(CC1)CN1CCNCC1 (4-[(1-methyl-4-piperidinyl)methyl]piperazine). The solvent is CN(C=O)C (N,N-dimethylformamide), O (water). Run at time 8 hour. Product: Cl.Cl.ClC1=CC=C(C=C1)C=1N=C(OC1CCC(=O)N1CCN(CC1)CC1CCN(CC1)C)CCC (1-{3-[4-(4-chlorophenyl)-2-propyl-5-oxazolyl]propanoyl}-4-[(1-methyl-4-piperidinyl)methyl]piperazine dihydrochloride). Yield: 96.8%. Reaction SMILES: [Cl:1][C:2]1[CH:7]=[CH:6][C:5]([C:8]2[N:9]=[C:10]([CH2:18][CH2:19][CH3:20])[O:11][C:12]=2[CH2:13][CH2:14][C:15]([OH:17])=O)=[CH:4][CH:3]=1.ON1C2N=CC=CC=2N=N1.C(N=C=NCCCN(C)C)C.[CH3:42][N:43]1[CH2:48][CH2:47][CH:46]([CH2:49][N:50]2[CH2:55][CH2:54][NH:53][CH2:52][CH2:51]2)[CH2:45][CH2:44]1>O.CN(C)C=O>[ClH:1].[ClH:1].[Cl:1][C:2]1[CH:3]=[CH:4][C:5]([C:8]2[N:9]=[C:10]([CH2:18][CH2:19][CH3:20])[O:11][C:12]=2[CH2:13][CH2:14][C:15]([N:53]2[CH2:52][CH2:51][N:50]([CH2:49][CH:46]3[CH2:47][CH2:48][N:43]([CH3:42])[CH2:44][CH2:45]3)[CH2:55][CH2:54]2)=[O:17])=[CH:6][CH:7]=1 |f:6.7.8|. Procedure: A mixture of 3-[4-(4-chlorophenyl)-2-propyl-5-oxazolyl]propionic acid (41.7 mg), 1-hydroxy-7-aza-1H-1,2,3-benzotriazole (41 mg), 1-ethyl-3-(3-dimethylaminopropyl)carbodiimide (46 mg), 4-[(1-methyl-4-piperidinyl)methyl]piperazine (60 mg) and N,N-dimethylformamide (0.5 ml) was stirred overnight at room temperature. The reaction mixture was poured into water, and the mixture was extracted with ethyl acetate. The ethyl acetate layer was concentrated, introduced into preparative HPLC and purified. To...